This data is from the Open Reaction Database (ORD), a public repository of structured organic reaction records. The task is: describe an organic reaction: reactants, conditions, products, and yield The reactants are O=C([O-])[O-], COC(=O)C(CI)NC(=O)OC(C)(C)C, CC(=O)Cc1ccccc1C, [Cs+], [Cs+], CN(C)C=O. The product is COC(=O)C(CC(C(C)=O)c1ccccc1C)NC(=O)OC(C)(C)C. As a reaction SMILES: [C:16](=[O:17])([O-:18])[O-:19].[C:1]([CH3:2])([CH3:3])([CH3:4])[O:5][C:6](=[O:7])[NH:8][CH:9]([CH2:10][I:11])[C:12](=[O:13])[O:14][CH3:15].[CH3:22][c:23]1[c:24]([CH2:29][C:30]([CH3:31])=[O:32])[cH:25][cH:26][cH:27][cH:28]1.[Cs+:20].[Cs+:21].[O:33]=[CH:34][N:35]([CH3:36])[CH3:37]>>[C:1]([CH3:2])([CH3:3])([CH3:4])[O:5][C:6](=[O:7])[NH:8][CH:9]([CH2:10][CH:29]([c:24]1[c:23]([CH3:22])[cH:28][cH:27][cH:26][cH:25]1)[C:30]([CH3:31])=[O:32])[C:12](=[O:13])[O:14][CH3:15].